This data is from the Open Reaction Database (ORD), a public repository of structured organic reaction records. The task is: describe an organic reaction: reactants, conditions, products, and yield RXN SMILES: [F:1][c:2]1[c:3]([OH:28])[c:4]2[c:9]([cH:10][c:11]1[F:12])[C:8]([F:13])([F:14])[CH:7]([c:15]1[cH:16][n:17][c:18]([O:21][CH2:22][CH2:23][CH2:24][CH2:25][CH2:26][CH3:27])[cH:19][cH:20]1)[CH2:6][CH2:5]2.[F:29][CH:30]([CH2:31][OH:32])[CH2:33][CH2:34][CH2:35][CH2:36][CH2:37][CH2:38][CH2:39][CH3:40]>>[F:1][c:2]1[c:3]([O:28][CH2:31][CH:30]([F:29])[CH2:33][CH2:34][CH2:35][CH2:36][CH2:37][CH2:38][CH2:39][CH3:40])[c:4]2[c:9]([cH:10][c:11]1[F:12])[C:8]([F:13])([F:14])[CH:7]([c:15]1[cH:16][n:17][c:18]([O:21][CH2:22][CH2:23][CH2:24][CH2:25][CH2:26][CH3:27])[cH:19][cH:20]1)[CH2:6][CH2:5]2. Yields the product CCCCCCCCC(F)COc1c(F)c(F)cc2c1CCC(c1ccc(OCCCCCC)nc1)C2(F)F. The reactants are CCCCCCOc1ccc(C2CCc3c(cc(F)c(F)c3O)C2(F)F)cn1, CCCCCCCCC(F)CO. The reactants are C([O-])([O-])=O.[K+].[K+] (potassium carbonate), BrCCOC (1-bromo-2-methoxyethane), solid, C1(=CC=CC=C1)C=1N=C(NC1)CCNC(OC(C)(C)C)=O (tert-butyl 2-(4-phenyl-1H-imidazol-2-yl)ethylcarbamate), C([O-])([O-])=O.[K+].[K+] (potassium carbonate), BrCCOC (1-bromo-2-methoxyethane), C(C)(=O)OCC (ethyl acetate). The solvent is CN(C)C=O (DMF). Conditions: time 30 minute. Product: COCCN1C(=NC(=C1)C1=CC=CC=C1)CCNC(OC(C)(C)C)=O (tert-Butyl 2-(1-(2-methoxyethyl)-4-phenyl-1H-imidazol-2-yl)ethylcarbamate). As a reaction SMILES: [C:1]1([C:7]2[N:8]=[C:9]([CH2:12][CH2:13][NH:14][C:15](=[O:21])[O:16][C:17]([CH3:20])([CH3:19])[CH3:18])[NH:10][CH:11]=2)[CH:6]=[CH:5][CH:4]=[CH:3][CH:2]=1.C(=O)([O-])[O-].[K+].[K+].Br[CH2:29][CH2:30][O:31][CH3:32].C(OCC)(=O)C>CN(C=O)C>[CH3:32][O:31][CH2:30][CH2:29][N:10]1[CH:11]=[C:7]([C:1]2[CH:2]=[CH:3][CH:4]=[CH:5][CH:6]=2)[N:8]=[C:9]1[CH2:12][CH2:13][NH:14][C:15](=[O:21])[O:16][C:17]([CH3:18])([CH3:20])[CH3:19] |f:1.2.3|. Reported procedure: A suspension of tert-butyl 2-(4-phenyl-1H-imidazol-2-yl)ethylcarbamate (400 mg, 1.39 mmol, prepared according to example 7, steps 1-2) and potassium carbonate (423 mg, 3.06 mmol) in DMF (4 mL) was stirred for 30 min at RT. After cooling to 0-5° C., 1-bromo-2-methoxyethane (157 μL, 1.67 mmol) was added. The ice bath was removed after 5 min and the reaction mixture was stirred at RT for 16 h. Another two equivalents of both potassium carbonate (618 mg, 4.45 mmol) and 1-bromo-2-methoxyethane (262 μ... Reactants: CC=1N=C2N(CCCC2=O)C1 (2-methyl-6,7-dihydro-5H-imidazo[1,2-a]pyridin-8-one), C(C)(C)[N-]C(C)C.[Li+] (LDA), C(C)(C)[N-]C(C)C.[Li+] (LDA), N[C@@H]([C@H](C(=O)OCC)O[Si](C)(C)C(C)(C)C)C1=CC=CC=C1 (ethyl (2R,3R)-3-amino-2-(t-butyldimethylsilanyloxy)-3-phenylpropionate), O.C1(=CC=C(C=C1)S(=O)(=O)O)C (p-toluenesulfonic acid monohydrate). The solvent is O (water), O1CCCC1 (tetrahydrofuran), C1(=CC=CC=C1)C (toluene). Reaction conditions: time 1 hour. Product: [Si](C)(C)(C(C)(C)C)O[C@@H]1[C@H](NC=2C=3N(CCC2C1=O)C=C(N3)C)C3=CC=CC=C3 ((8R,9R)-8-(tert-Butyldimethylsilanyloxy)-2-methyl-9-phenyl-5,6,7,8,9,10-hexahydroimidazo[1,2-h][1,7]naphthyridin-7-one). RXN SMILES: [CH3:1][C:2]1[N:3]=[C:4]2[C:9](=O)[CH2:8][CH2:7][CH2:6][N:5]2[CH:11]=1.[NH2:12][C@H:13]([C:28]1[CH:33]=[CH:32][CH:31]=[CH:30][CH:29]=1)[C@@H:14]([O:20][Si:21]([C:24]([CH3:27])([CH3:26])[CH3:25])([CH3:23])[CH3:22])[C:15](OCC)=[O:16].O.C1(C)C=CC(S(O)(=O)=O)=CC=1.C([N-]C(C)C)(C)C.[Li+]>C1(C)C=CC=CC=1.O1CCCC1.O>[Si:21]([O:20][C@H:14]1[C:15](=[O:16])[C:8]2[CH2:7][CH2:6][N:5]3[CH:11]=[C:2]([CH3:1])[N:3]=[C:4]3[C:9]=2[NH:12][C@@H:13]1[C:28]1[CH:29]=[CH:30][CH:31]=[CH:32][CH:33]=1)([C:24]([CH3:27])([CH3:26])[CH3:25])([CH3:23])[CH3:22] |f:2.3,4.5|. Procedure: 19.4 g (128.3 mmol) of 2-methyl-6,7-dihydro-5H-imidazo[1,2-a]pyridin-8-one, 42.07 g (130.2 mmol) of ethyl (2R,3R)-3-amino-2-(t-butyldimethylsilanyloxy)-3-phenylpropionate and 0.65 g of p-toluenesulfonic acid monohydrate are boiled under reflux in a water separator for 1.5 h in 100 ml of absolute toluene. The solution is cooled to room temperature and treated with 100 ml of absolute tetrahydrofuran. 154 ml of 2M LDA (lithium diisopropylamide) solution (THF) are then added dropwise to the reaction... Starting materials: C(C)(C)OC(=O)N1C2=C(C(CCC1)N(CC1=CC(=CC(=C1)C(F)(F)F)C(F)(F)F)C(C)=O)C=CC(=C2)Br (isopropyl-5-[acetyl-(3,5-bistrifluoromethylbenzyl)amino]-8-bromo-2,3,4,5-tetrahydrobenzo[b]azepine-1-carboxylate), C(C)(C)(C)P(C1=C(C=CC=C1)C1=C(C=C(C=C1C(C)C)C(C)C)C(C)C)C(C)(C)C (2-di-tert-butylphosphino-2′,4′,6′-triisopropylbiphenyl), C([O-])([O-])=O.[Cs+].[Cs+] (cesium carbonate), C(C1=CC=CC=C1)O (benzyl alcohol). The reagents and catalysts are C=1C=CC(=CC1)/C=C/C(=O)/C=C/C2=CC=CC=C2.C=1C=CC(=CC1)/C=C/C(=O)/C=C/C2=CC=CC=C2.C=1C=CC(=CC1)/C=C/C(=O)/C=C/C2=CC=CC=C2.[Pd].[Pd] (tris(dibenzylideneacetone)dipalladium). Solvent: C1(=CC=CC=C1)C (toluene), ClCCl (dichloromethane). Product: C(C)(=O)N(C1C2=C(N(CCC1)C(=O)OC(C)C)C=C(C=C2)OCC2=CC=CC=C2)CC2=CC(=CC(=C2)C(F)(F)F)C(F)(F)F (Isopropyl 5-[acetyl-(3,5-bistrifluoromethylbenzyl)amino]-8-benzyloxy-2,3,4,5-tetrahydrobenzo[b]azepine-1-carboxylate). Yield: 51.6%. RXN SMILES: [CH:1]([O:4][C:5]([N:7]1[CH2:13][CH2:12][CH2:11][CH:10]([N:14]([C:30](=[O:32])[CH3:31])[CH2:15][C:16]2[CH:21]=[C:20]([C:22]([F:25])([F:24])[F:23])[CH:19]=[C:18]([C:26]([F:29])([F:28])[F:27])[CH:17]=2)[C:9]2[CH:33]=[CH:34][C:35](Br)=[CH:36][C:8]1=2)=[O:6])([CH3:3])[CH3:2].C(P(C(C)(C)C)C1C=CC=CC=1C1C(C(C)C)=CC(C(C)C)=CC=1C(C)C)(C)(C)C.C(=O)([O-])[O-].[Cs+].[Cs+].[CH2:74]([OH:81])[C:75]1[CH:80]=[CH:79][CH:78]=[CH:77][CH:76]=1>C1(C)C=CC=CC=1.ClCCl.C1C=CC(/C=C/C(/C=C/C2C=CC=CC=2)=O)=CC=1.C1C=CC(/C=C/C(/C=C/C2C=CC=CC=2)=O)=CC=1.C1C=CC(/C=C/C(/C=C/C2C=CC=CC=2)=O)=CC=1.[Pd].[Pd]>[C:30]([N:14]([CH2:15][C:16]1[CH:21]=[C:20]([C:22]([F:25])([F:24])[F:23])[CH:19]=[C:18]([C:26]([F:29])([F:28])[F:27])[CH:17]=1)[CH:10]1[CH2:11][CH2:12][CH2:13][N:7]([C:5]([O:4][CH:1]([CH3:3])[CH3:2])=[O:6])[C:8]2[CH:36]=[C:35]([O:81][CH2:74][C:75]3[CH:80]=[CH:79][CH:78]=[CH:77][CH:76]=3)[CH:34]=[CH:33][C:9]1=2)(=[O:32])[CH3:31] |f:2.3.4,8.9.10.11.12|. Procedure: Combine isopropyl-5-[acetyl-(3,5-bistrifluoromethylbenzyl)amino]-8-bromo-2,3,4,5-tetrahydrobenzo[b]azepine-1-carboxylate (0.100 g, 0.168 mmol), tris(dibenzylideneacetone)dipalladium (0) (0.0031 g, 0.0033 mmol), 2-di-tert-butylphosphino-2′,4′,6′-triisopropylbiphenyl (0.0043 g, 0.010 mmol), cesium carbonate (0.082 g, 0.252 mmol) and benzyl alcohol (0.035 mL, 0.336 mmol) in toluene (0.67 mL) in a sealed tube and heat at 110° C. for 20 h. Dilute the cooled mixture with dichloromethane (50 mL) and fi... Starting materials: Cc1c2c(c(C)c3c1OC(C)(CN1CCC(c4ccccc4)CC1)C3)N(C=O)CC2, CO, Cl, Cl, [Na+], [OH-]. The product is Cc1c2c(c(C)c3c1NCC3)OC(C)(CN1CCC(c3ccccc3)CC1)C2. RXN SMILES: [CH3:2][C:3]1([CH2:19][N:20]2[CH2:21][CH2:22][CH:23]([c:26]3[cH:27][cH:28][cH:29][cH:30][cH:31]3)[CH2:24][CH2:25]2)[CH2:4][c:5]2[c:6]([c:7]([CH3:17])[c:8]3[c:12]([c:13]2[CH3:14])[N:11]([CH:15]=[O:16])[CH2:10][CH2:9]3)[O:18]1.[CH3:35][OH:36].[ClH:1].[ClH:32].[Na+:34].[OH-:33]>>[CH3:2][C:3]1([CH2:19][N:20]2[CH2:21][CH2:22][CH:23]([c:26]3[cH:27][cH:28][cH:29][cH:30][cH:31]3)[CH2:24][CH2:25]2)[CH2:4][c:5]2[c:6]([c:7]([CH3:17])[c:8]3[c:12]([c:13]2[CH3:14])[NH:11][CH2:10][CH2:9]3)[O:18]1.